Dataset: the Open Reaction Database (ORD), a public repository of structured organic reaction records. Task: describe an organic reaction: reactants, conditions, products, and yield Starting materials: FC(C(=O)O)(F)F.C(C)N(CC)C(C(=O)O)(C(=O)O)CC1=CC=CC=C1 (Diethylamino(benzyl)propanedioate trifluoroacetate), C(C)(C)N(CC)C(C)C (diisopropylethylamine), C1(=CC=CC=C1)[C@@H](C)N=C=O ((R)-(+)-1-phenylethyl isocyanate). The solvent is O (Water). Run at time 5 minute. Yields the product C(C)OC(C(C(=O)OCC)(NC(N[C@H](C)C1=CC=CC=C1)=O)CC1=CC=CC=C1)=O (Diethylbenzyl({[(1R)-1-phenylethyl]carbamoyl}amino)propanedioate). RXN SMILES: F[C:2](F)(F)[C:3](O)=O.C([N:10]([C:13]([CH2:20][C:21]1[CH:26]=[CH:25][CH:24]=[CH:23][CH:22]=1)([C:17]([OH:19])=[O:18])[C:14]([OH:16])=[O:15])CC)C.[CH:27](N(C(C)C)CC)(C)[CH3:28].[C:36]1([C@H:42]([N:44]=[C:45]=[O:46])[CH3:43])[CH:41]=[CH:40][CH:39]=[CH:38][CH:37]=1>O>[CH2:27]([O:16][C:14](=[O:15])[C:13]([CH2:20][C:21]1[CH:22]=[CH:23][CH:24]=[CH:25][CH:26]=1)([NH:10][C:45](=[O:46])[NH:44][C@@H:42]([C:36]1[CH:41]=[CH:40][CH:39]=[CH:38][CH:37]=1)[CH3:43])[C:17]([O:19][CH2:2][CH3:3])=[O:18])[CH3:28] |f:0.1|. Procedure: To the product from Step B (7.79 g, 20.54 mmol) in N,N-dimethylormamide (100 ml) was added diisopropylethylamine (10.76 mL, 61.6 mmol) at 0° C. the mixture was stirred for 5 min then (R)-(+)-1-phenylethyl isocyanate (3.76 mL, 26.7 mmol) was added dropwise. The mixture was warmed to ambient temperature over 30 min and stirred for 16 h. Water (150 mL) was added and a white solid crashed out, the mixture was filtered and the solid washed with water. The solid was diluted in ethyl acetate (250 mL) a... Reactants: Cl.COC([C@H](CC1=CC=C(C=C1)C1=CC=CC=C1)N)=O ((S)-2-amino-3-(biphenyl-4-yl)-propionic acid methyl ester hydrochloride), C([O-])(O)=O.[Na+] (sodium bicarbonate). The solvent is O (water). Run at time 30 minute. Yields the product COC([C@H](CC1=CC=C(C=C1)C1=CC=CC=C1)N)=O ((S)-2-amino-3-(biphenyl-4-yl)-propionic acid methyl ester). Reaction SMILES: Cl.[CH3:2][O:3][C:4](=[O:20])[C@@H:5]([NH2:19])[CH2:6][C:7]1[CH:12]=[CH:11][C:10]([C:13]2[CH:18]=[CH:17][CH:16]=[CH:15][CH:14]=2)=[CH:9][CH:8]=1.C(=O)(O)[O-].[Na+]>O>[CH3:2][O:3][C:4](=[O:20])[C@@H:5]([NH2:19])[CH2:6][C:7]1[CH:12]=[CH:11][C:10]([C:13]2[CH:18]=[CH:17][CH:16]=[CH:15][CH:14]=2)=[CH:9][CH:8]=1 |f:0.1,2.3|. Reported procedure: To a suspension of (S)-2-amino-3-(biphenyl-4-yl)-propionic acid methyl ester hydrochloride (J. Org. Chem., 1992, 57, 379; 10 g, 34.3 mmol) in water (200 mL) is added solid sodium bicarbonate (3.17 g, 37.7 mmol). The mixture is stirred for 30 minutes and then extracted with ether (3×80 mL). The combined organic phases are washed with brine (50 mL) and then dried over anhydrous magnesium sulfate. Evaporation of the solvent in vacuo affords (S)-2-amino-3-(biphenyl-4-yl)-propionic acid methyl ester ... Starting materials: Cl (HCl), C(=O)C1=C(C=CC=C1)B(O)O (2-Formylphenylboronic acid), [OH-].[Na+] (sodium hydroxide), [N+](=O)([O-])C (Nitromethane). Solvent: O (water). Product: [N+](=O)([O-])CC1C2=C(B(O1)O)C=CC=C2 (3-(nitromethyl)benzo[c][1,2]oxaborol-1(3H)-ol). The yield is 87.1%. Reaction SMILES: [CH:1]([C:3]1[CH:8]=[CH:7][CH:6]=[CH:5][C:4]=1[B:9]([OH:11])[OH:10])=O.[OH-].[Na+].[N+:14]([CH3:17])([O-:16])=[O:15].Cl>O>[N+:14]([CH2:17][CH:1]1[O:11][B:9]([OH:10])[C:4]2[CH:5]=[CH:6][CH:7]=[CH:8][C:3]1=2)([O-:16])=[O:15] |f:1.2|. Reported procedure: 2-Formylphenylboronic acid (25 g, 0.167 mol) was added to a cooled solution of sodium hydroxide (7.0 g, 0.175 mol, 1.05 eq) in 83 mL of water at 10° C. Nitromethane (10.17 g, 1 eq) was added to this solution and then warmed to room temperature with stirring. This mixture was stirred for 3.5 hours. The reaction was then cooled in an ice bath and acidified with 3M HCl to a pH of 2. A white precipitate was collected and filtered, washed with water and air dried to obtain 28 g (87%) of 3-(nitromethy... Reactants: CCCO, CC(Cl)Cl, CC(Oc1ccc(O)cc1F)C(=O)O, O=S(=O)(O)O. Yields the product CCCOC(=O)C(C)Oc1ccc(O)cc1F. RXN SMILES: [CH2:1]([CH2:2][CH3:3])[OH:4].[Cl:24][CH:25]([Cl:26])[CH3:27].[F:10][c:11]1[c:12]([O:13][CH:14]([C:15](=[O:16])[OH:17])[CH3:18])[cH:19][cH:20][c:21]([OH:23])[cH:22]1.[S:5](=[O:6])(=[O:7])([OH:8])[OH:9]>>[CH2:1]([CH2:2][CH3:3])[O:17][C:15]([CH:14]([O:13][c:12]1[c:11]([F:10])[cH:22][c:21]([OH:23])[cH:20][cH:19]1)[CH3:18])=[O:16]. Reactants: [OH-].[Na+] (NaOH), FC1=CC=C(C=C1)C1=C(C(CC(C1)(C)C)(C)C)/C=C/C(CC(CC(=O)OC)O)O (Methyl (E)-7-[2-(4-fluorophenyl)-4,4,6,6-tetramethylcyclohexenyl]-3,5-dihydroxy-6-heptenoate). Run in C(C)O (ethanol). Run at time 10 minute. The product is FC1=CC=C(C=C1)C1=C(C(CC(C1)(C)C)(C)C)/C=C/C(CC(CC(=O)O)O)O ((E)-7-[2-(4-fluorophenyl)-4,4,6,6-tetramethylcyclohexenyl]-3,5-dihydroxy-6-heptenoic acid). RXN SMILES: [OH-].[Na+].[F:3][C:4]1[CH:9]=[CH:8][C:7]([C:10]2[CH2:15][C:14]([CH3:17])([CH3:16])[CH2:13][C:12]([CH3:19])([CH3:18])[C:11]=2/[CH:20]=[CH:21]/[CH:22]([OH:31])[CH2:23][CH:24]([OH:30])[CH2:25][C:26]([O:28]C)=[O:27])=[CH:6][CH:5]=1>C(O)C>[F:3][C:4]1[CH:9]=[CH:8][C:7]([C:10]2[CH2:15][C:14]([CH3:17])([CH3:16])[CH2:13][C:12]([CH3:18])([CH3:19])[C:11]=2/[CH:20]=[CH:21]/[CH:22]([OH:31])[CH2:23][CH:24]([OH:30])[CH2:25][C:26]([OH:28])=[O:27])=[CH:6][CH:5]=1 |f:0.1|. Reported procedure: A 1N NaOH solution (30 ml, 30 mmoles) was added to a solution of the 3,5-dihydroxyester prepared in Step 9 (9.70 g, 24 mmoles) and 60 ml of ethanol. After stirring for 10 minutes, the ethanol was evaporated in vacuo. The residue was redissolved in H2O and extracted twice with ether. The aqueous layer was acidified with 33 ml of 1N HCl and extracted twice with H2CCl2. The H2CCl2 was removed in vacuo. Starting materials: Cl (hydrochloric acid), BrC=1C=CC(=NC1)NC(C(C)(C)C)=O (N-(5-bromopyridin-2-yl)-2,2-dimethyl-propionamide), C(CCC)[Li] (n-butyllithium), CON(C(CCC)=O)C (N-Methoxy-N-methyl butyramide), C(O)([O-])=O.[Na+] (sodium hydrogen carbonate). Solvent: C(C)OCC (diethyl ether). Run at temperature 0 celsius, time 45 minute. The product is C(CCC)(=O)C=1C=CC(=NC1)NC(C(C)(C)C)=O (N-(5-butyryl-pyridin-2-yl)-2,2-dimethyl-propionamide). The yield is 71.6%. Reaction SMILES: Br[C:2]1[CH:3]=[CH:4][C:5]([NH:8][C:9](=[O:14])[C:10]([CH3:13])([CH3:12])[CH3:11])=[N:6][CH:7]=1.C([Li])CCC.CON(C)[C:23](=[O:27])[CH2:24][CH2:25][CH3:26].Cl.C(=O)([O-])O.[Na+]>C(OCC)C>[C:23]([C:2]1[CH:3]=[CH:4][C:5]([NH:8][C:9](=[O:14])[C:10]([CH3:13])([CH3:12])[CH3:11])=[N:6][CH:7]=1)(=[O:27])[CH2:24][CH2:25][CH3:26] |f:4.5|. Procedure details: A solution of N-(5-bromopyridin-2-yl)-2,2-dimethyl-propionamide (3.582 g, 13.9 mmol) in diethyl ether (36 mL) was cooled to −78° C. under argon and n-butyllithium (1.6 M, 19 mL, 30.4 mmol) was added dropwise within 20 min. 5 min after complete addition the mixture was allowed to warm up to 0° C. N-Methoxy-N-methyl butyramide (3.65 g, 27.8 mmol) was added within less than 5 min and stirring was continued for 45 min. The clear solution was acidified with 2 N hydrochloric acid to pH 2. After vigoro...